Dataset: the Open Reaction Database (ORD), a public repository of structured organic reaction records. Task: describe an organic reaction: reactants, conditions, products, and yield Reactants: NC1=C(C=C(OC2=CC(=NC=N2)NC(=O)C2CC2)C=C1)C (N-[6-(4-amino-3-methyl-phenoxy)pyrimidin-4-yl]cyclopropanecarboxamide), C1(CC1)C(=O)N (cyclopropanecarboxamide), C1(=CC=CC=C1)P(C1=C(C2=CC=CC=C2C=C1)C1=C(C=CC2=CC=CC=C12)P(C1=CC=CC=C1)C1=CC=CC=C1)C1=CC=CC=C1 ((±)-2,2′-bis(diphenylphosphino)-1,1′-binaphthalene), C(=O)([O-])[O-].[Cs+].[Cs+] (Cs2CO3). Reagents/catalysts: C=1C=CC(=CC1)/C=C/C(=O)/C=C/C2=CC=CC=C2.C=1C=CC(=CC1)/C=C/C(=O)/C=C/C2=CC=CC=C2.C=1C=CC(=CC1)/C=C/C(=O)/C=C/C2=CC=CC=C2.[Pd].[Pd] (tris(dibenzylideneacetone)dipalladium). Solvent: O1CCOCC1 (1,4-dioxane). Yields the product C1(CC1)C(=O)NC1=CC(=NC=N1)OC1=CC=C(C=N1)NC(OC(C)(C)C)=O (tert-butyl N-[6-[6-(cyclopropanecarbonylamino)pyrimidin-4-yl]oxy-3-pyridyl]carbamate). Yield: 708.6%. As a reaction SMILES: [NH2:1][C:2]1[CH:20]=[CH:19][C:5]([O:6][C:7]2[N:12]=[CH:11][N:10]=[C:9]([NH:13][C:14]([CH:16]3[CH2:18][CH2:17]3)=[O:15])[CH:8]=2)=C[C:3]=1C.C1(C([NH2:27])=O)CC1.C1(P(C2C=CC=CC=2)[C:35]2C=CC3[C:37](=CC=CC=3)[C:36]=2[C:45]2C3C(=CC=CC=3)C=CC=2P(C2C=CC=CC=2)C2C=CC=CC=2)C=CC=CC=1.[C:74]([O-:77])([O-])=[O:75].[Cs+].[Cs+]>O1CCOCC1.C1C=CC(/C=C/C(/C=C/C2C=CC=CC=2)=O)=CC=1.C1C=CC(/C=C/C(/C=C/C2C=CC=CC=2)=O)=CC=1.C1C=CC(/C=C/C(/C=C/C2C=CC=CC=2)=O)=CC=1.[Pd].[Pd]>[CH:16]1([C:14]([NH:13][C:9]2[N:10]=[CH:11][N:12]=[C:7]([O:6][C:5]3[N:27]=[CH:3][C:2]([NH:1][C:74](=[O:75])[O:77][C:36]([CH3:45])([CH3:37])[CH3:35])=[CH:20][CH:19]=3)[CH:8]=2)=[O:15])[CH2:17][CH2:18]1 |f:3.4.5,7.8.9.10.11|. Procedure details: Mix the compound obtained in Step 2 (610 mg, 1.9 mmol), cyclopropanecarboxamide (193 mg, 2.27 mmol), (±)-2,2′-bis(diphenylphosphino)-1,1′-binaphthalene (BINAP, 118 mg, 0.19 mmol), Cs2CO3 (1.238 g, 3.8 mmol) and tris(dibenzylideneacetone)dipalladium [Pd2(dba)3, 122 mg, 0.133 mmol] in 1,4-dioxane (30 mL). Stir the reaction at 120° C. under N2 for 16 hrs. Cool the reaction, filter, concentrate the filtrate under reduced pressure to give the crude product. Purification by chromatography (silica gel,... Reactants: BrC1=CC=C(CC=2N=C(SC2CO)C2=CC=C(C=C2)C(F)(F)F)C=C1 ([4-(4-Bromobenzyl)-2-(4-{trifluoromethyl}phenyl)-1,3-thiazol-5-yl]methanol), C([O-])([O-])=O.[Na+].[Na+] (sodium carbonate), C1(=CC=CC=C1)B(O)O (Phenylboronic acid). Reagents/catalysts: C1(=CC=CC=C1)P(C1=CC=CC=C1)(C1=CC=CC=C1)[Pd](P(C1=CC=CC=C1)(C1=CC=CC=C1)C1=CC=CC=C1)(P(C1=CC=CC=C1)(C1=CC=CC=C1)C1=CC=CC=C1)P(C1=CC=CC=C1)(C1=CC=CC=C1)C1=CC=CC=C1 (tetrakis(triphenylphosphino) palladium). Run in COCCOC (1,2-dimethoxyethane). Run at time 5 minute. Yields the product C1(=CC=C(C=C1)CC=1N=C(SC1CO)C1=CC=C(C=C1)C(F)(F)F)C1=CC=CC=C1 ([4-([1,1′-Biphenyl]-4-ylmethyl)-2-(4-{trifluoromethyl}phenyl)-1,3-thiazol-5-yl]methanol). RXN SMILES: Br[C:2]1[CH:25]=[CH:24][C:5]([CH2:6][C:7]2[N:8]=[C:9]([C:14]3[CH:19]=[CH:18][C:17]([C:20]([F:23])([F:22])[F:21])=[CH:16][CH:15]=3)[S:10][C:11]=2[CH2:12][OH:13])=[CH:4][CH:3]=1.[C:26]1(B(O)O)[CH:31]=[CH:30][CH:29]=[CH:28][CH:27]=1.C(=O)([O-])[O-].[Na+].[Na+]>COCCOC.C1(P([Pd](P(C2C=CC=CC=2)(C2C=CC=CC=2)C2C=CC=CC=2)(P(C2C=CC=CC=2)(C2C=CC=CC=2)C2C=CC=CC=2)P(C2C=CC=CC=2)(C2C=CC=CC=2)C2C=CC=CC=2)(C2C=CC=CC=2)C2C=CC=CC=2)C=CC=CC=1>[C:2]1([C:26]2[CH:31]=[CH:30][CH:29]=[CH:28][CH:27]=2)[CH:25]=[CH:24][C:5]([CH2:6][C:7]2[N:8]=[C:9]([C:14]3[CH:19]=[CH:18][C:17]([C:20]([F:23])([F:22])[F:21])=[CH:16][CH:15]=3)[S:10][C:11]=2[CH2:12][OH:13])=[CH:4][CH:3]=1 |f:2.3.4|. Procedure details: To a stirred solution of [4-(4-Bromobenzyl)-2-(4-{trifluoromethyl}phenyl)-1,3-thiazol-5-yl]methanol (0.33g, 0.78mmoles, 1eq) in dry 1,2-dimethoxyethane (5ml, 0.16M) was added tetrakis(triphenylphosphino) palladium I (0.45g, 0.39mmoles, 0.5eq) and stirred for 5minutes at room temperature. Phenylboronic acid (0.143g, 1.2mmoles, 1.5eq) was then added followed by the addition of sodium carbonate (2M aqueous solution, 2.3ml, 4.68mmoles, 6eq). The reaction mixture was heated at 100degrees centigrade f... Yields the product C1(CCCCC1)C#CCO (3-cyclohexyl-2-propyn-1-ol). Reactants: C=O (formaldehyde), C=O (paraformaldehyde), C1(CCCCC1)C#C (cyclohexylacetylene). Run in CCOCC (ether), CCOCC (ether). As a reaction SMILES: [CH:1]1([C:7]#[CH:8])[CH2:6][CH2:5][CH2:4][CH2:3][CH2:2]1.[CH2:9]=[O:10]>CCOCC>[CH:1]1([C:7]#[C:8][CH2:9][OH:10])[CH2:6][CH2:5][CH2:4][CH2:3][CH2:2]1. Reported procedure: To a solution of ethyl magesium bromide (prepared from 2.5 g of magnesium turning and 11.3 g of bromoethane) in ether was added dropwise a solution of 10.2 g of cyclohexylacetylene in ether and the reaction mixture was refluxed for 2 hours. The reaction mixture was cooled to ambient temperature and anhydrous formaldehyde (prepared from the thermal decomposition of 50 g of paraformaldehyde for 20 minutes) was bubbled into the mixture. After cooling, the reaction was quenched with saturated ammoni... Starting materials: C1(CCCCC1)P(C1=C(C=CC=C1)C1=C(C=CC=C1)N(C)C)C1CCCCC1 ((2′-Dicyclohexylphosphanyl-biphenyl-2-yl)-dimethyl-amine), C1(CC1)C(=O)N (cyclopropanecarboxylic acid amide), ClC1=NC=CC(=C1)[N+](=O)[O-] (2-Chloro-4-nitro-pyridine), C1(CC1)C(=O)N (cyclopropanecarboxylic acid amide), P(=O)([O-])([O-])[O-].[K+].[K+].[K+] (tripotassium phosphate). Reagents/catalysts: C=1C=CC(=CC1)/C=C/C(=O)/C=C/C2=CC=CC=C2.C=1C=CC(=CC1)/C=C/C(=O)/C=C/C2=CC=CC=C2.C=1C=CC(=CC1)/C=C/C(=O)/C=C/C2=CC=CC=C2.[Pd].[Pd] (Pd2(dba)3). The solvent is C(OC)COC (dimethoxyethane), C(C)(=O)OCC (ethyl acetate). Run at temperature 90 celsius, time 3 hour. Yields the product [N+](=O)([O-])C1=CC(=NC=C1)NC(=O)C1CC1 (Cyclopropanecarboxylic acid (4-nitro-pyridin-2-yl)-amide). RXN SMILES: Cl[C:2]1[CH:7]=[C:6]([N+:8]([O-:10])=[O:9])[CH:5]=[CH:4][N:3]=1.[CH:11]1([C:14]([NH2:16])=[O:15])[CH2:13][CH2:12]1.P([O-])([O-])([O-])=O.[K+].[K+].[K+].C1(P(C2CCCCC2)C2C=CC=CC=2C2C=CC=CC=2N(C)C)CCCCC1>C(COC)OC.C(OCC)(=O)C.C1C=CC(/C=C/C(/C=C/C2C=CC=CC=2)=O)=CC=1.C1C=CC(/C=C/C(/C=C/C2C=CC=CC=2)=O)=CC=1.C1C=CC(/C=C/C(/C=C/C2C=CC=CC=2)=O)=CC=1.[Pd].[Pd]>[N+:8]([C:6]1[CH:5]=[CH:4][N:3]=[C:2]([NH:16][C:14]([CH:11]2[CH2:13][CH2:12]2)=[O:15])[CH:7]=1)([O-:10])=[O:9] |f:2.3.4.5,9.10.11.12.13|. Reported procedure: 2-Chloro-4-nitro-pyridine (476 mg, 3 mmol), cyclopropanecarboxylic acid amide (306 mg, 3.6 mmol), and tripotassium phosphate (892 mg, 4.2 mmol) are mixed in dimethoxyethane under an argon atmosphere. (2′-Dicyclohexylphosphanyl-biphenyl-2-yl)-dimethyl-amine (118 mg, 0.3 mmol) and Pd2(dba)3 (275 mg, 0.3 mmol) are added and the mixture is stirred for 3 h at 90° C. Further 0.5 equivalent cyclopropanecarboxylic acid amide (128 mg, 1.5 mmol) is added and the mixture is stirred for 1 additional hour. A... The reactants are CCC(=O)O, CCOC(C)=O, O=C(O)c1cccc(Cl)c1Cl, [Cu]. Yields the product O=C(O)c1cccc(Cl)c1. RXN SMILES: [CH3:12][CH2:13][C:14](=[O:15])[OH:16].[CH3:18][CH2:19][O:20][C:21](=[O:22])[CH3:23].[Cl:1][c:2]1[c:3]([C:4](=[O:5])[OH:6])[cH:7][cH:8][cH:9][c:10]1[Cl:11].[Cu:17]>>[cH:2]1[c:3]([C:4](=[O:5])[OH:6])[cH:7][cH:8][cH:9][c:10]1[Cl:11]. The reactants are O([Si](C)(C)C(C)(C)C)CCC1OC2=C(NC1=O)C=CC=C2 (2-(2-tert-butyldimethylsiloxyethyl)-3,4-dihydro-3-oxo-2H-1,4-benzoxazine), ClCC1=CC2=CC=CC=C2C=C1 (2-chloromethyl naphthalene), [K+].[Br-] (KBr). The product is OCCC1OC2=C(N(C1=O)CC1=CC3=CC=CC=C3C=C1)C=CC=C2 (3,4-Dihydro-2-(2-hydroxyethyl)-4-(2-naphthylmethyl)-3-oxo-2H-1,4-benzoxazine). Reaction SMILES: [O:1]([CH2:9][CH2:10][CH:11]1[C:16](=[O:17])[NH:15][C:14]2[CH:18]=[CH:19][CH:20]=[CH:21][C:13]=2[O:12]1)[Si](C(C)(C)C)(C)C.Cl[CH2:23][C:24]1[CH:33]=[CH:32][C:31]2[C:26](=[CH:27][CH:28]=[CH:29][CH:30]=2)[CH:25]=1.[K+].[Br-]>>[OH:1][CH2:9][CH2:10][CH:11]1[C:16](=[O:17])[N:15]([CH2:23][C:24]2[CH:33]=[CH:32][C:31]3[C:26](=[CH:27][CH:28]=[CH:29][CH:30]=3)[CH:25]=2)[C:14]2[CH:18]=[CH:19][CH:20]=[CH:21][C:13]=2[O:12]1 |f:2.3|. Procedure: Prepared from 2-(2-tert-butyldimethylsiloxyethyl)-3,4-dihydro-3-oxo-2H-1,4-benzoxazine by Methods F and G, alkylating with 2-chloromethyl naphthalene, in 81% overall yield. the crude product was crystallized from ether/hexane to afford a white solid, mp 81°-87° C.; IR (KBr) 3459, 2940, 1665, 1500, 1403, 1277, 1242, 1066, 746 cm-1 ; 1H NMR (CDCl3) δ 2.23-2.40 (m, 3H), 3.95 (t, J=5.4 Hz, 2H), 4.90 (dd, J=7.6, 5.6 Hz, 1H), 5.32 (ABq, JAB =16.1 Hz, 2H), 6.87-7.03 (m, 4H), 7.38 (d, J=8.5 Hz, 1H), 7.4... The reactants are CC(=O)Nc1ccc(S)cc1, CCC1=NNC(=O)C1=C1C=C(Cl)c2ccccc2N1. The product is CCC1=NNC(=O)C1=C1C=C(Sc2ccc(NC(C)=O)cc2)c2ccccc2N1. RXN SMILES: [C:20]([CH3:21])(=[O:22])[NH:23][c:24]1[cH:25][cH:26][c:27]([SH:30])[cH:28][cH:29]1.[Cl:1][C:2]1=[CH:3][C:4](=[C:12]2[C:13]([CH2:18][CH3:19])=[N:14][NH:15][C:16]2=[O:17])[NH:5][c:6]2[cH:7][cH:8][cH:9][cH:10][c:11]21>>[C:2]1([S:30][c:27]2[cH:26][cH:25][c:24]([NH:23][C:20]([CH3:21])=[O:22])[cH:29][cH:28]2)=[CH:3][C:4](=[C:12]2[C:13]([CH2:18][CH3:19])=[N:14][NH:15][C:16]2=[O:17])[NH:5][c:6]2[cH:7][cH:8][cH:9][cH:10][c:11]21.